This data is from the Open Reaction Database (ORD), a public repository of structured organic reaction records. The task is: describe an organic reaction: reactants, conditions, products, and yield Starting materials: methyl ester, BrCC(=O)O (monobromacetic acid), C1(=CC=CC=C1)C1N=C2SCCN2C1 (2,3,5,6-tetrahydro-6-phenylimidazo-[2,1-b]-thiazole), CC(=O)C (acetone). Reaction conditions: time 12 hour. Product: [Br-].C1(=CC=CC=C1)C1N(C=2SCC[N+]2C1)CC(=O)OC (2,3,5,6-tetrahydro-6-phenyl-7-methoxycarbonylmethylimidazo-[2,1-b]-thiazolium bromide). Yield: 81.0%. RXN SMILES: [C:1]1([CH:7]2[CH2:14][N:13]3[C:9]([S:10][CH2:11][CH2:12]3)=[N:8]2)[CH:6]=[CH:5][CH:4]=[CH:3][CH:2]=1.[Br:15][CH2:16][C:17]([OH:19])=[O:18].[CH3:20]C(C)=O>>[Br-:15].[C:1]1([CH:7]2[CH2:14][N+:13]3[CH2:12][CH2:11][S:10][C:9]=3[N:8]2[CH2:16][C:17]([O:19][CH3:20])=[O:18])[CH:2]=[CH:3][CH:4]=[CH:5][CH:6]=1 |f:3.4|. Procedure: 2 g (0.01 mol) of 2,3,5,6-tetrahydro-6-phenylimidazo-[2,1-b]-thiazole are dissolved in 20 ml of acetone and added with 1.53 g (0.01 mol) of methyl ester of monobromacetic acid. After 12 hours the residue is filtered-off and washed with acetone to give 2.86 g (81%) of 2,3,5,6-tetrahydro-6-phenyl-7-methoxycarbonylmethylimidazo-[2,1-b]-thiazolium bromide melting at 81°-82° C. (from dioxane). Starting materials: CC=1NC2=CC=C(C(=C2C1)C(F)(F)F)C#N (2-methyl-4-(trifluoromethyl)-1H-indole-5-carbonitrile), C(=O)([O-])[O-].[Cs+].[Cs+] (Cs2CO3), BrCC#N (bromoacetonitrile), BrCC#N (bromoacetonitrile). Solvent: CN(C)C=O (DMF). Conditions: temperature 70 celsius, time 10 minute. The product is C(#N)CN1C(=CC2=C(C(=CC=C12)C#N)C(F)(F)F)C (1-(Cyanomethyl)-2-methyl-4-(trifluoromethyl)-1H-indole-5-carbonitrile). Isolated yield 100.5%. Reaction SMILES: [CH3:1][C:2]1[NH:3][C:4]2[C:9]([CH:10]=1)=[C:8]([C:11]([F:14])([F:13])[F:12])[C:7]([C:15]#[N:16])=[CH:6][CH:5]=2.C([O-])([O-])=O.[Cs+].[Cs+].Br[CH2:24][C:25]#[N:26]>CN(C=O)C>[C:25]([CH2:24][N:3]1[C:4]2[C:9](=[C:8]([C:11]([F:12])([F:14])[F:13])[C:7]([C:15]#[N:16])=[CH:6][CH:5]=2)[CH:10]=[C:2]1[CH3:1])#[N:26] |f:1.2.3|. Reported procedure: To a solution of 2-methyl-4-(trifluoromethyl)-1H-indole-5-carbonitrile (0.5 g, 2.23 mmol) in DMF (5 mL) was added Cs2CO3 (1.45 g, 4.46 mmol) and bromoacetonitrile (0.54 g, 4.46 mmol). The mixture was heated at 70° C. for 10 min. Additional bromoacetonitrile (0.35 g, 2.9 mmol) was added, and heating was continued for another 10 min. Upon cooling, the mixture was partitioned between Et2O and 0.1N HCl. The organic phase was washed with sat'd brine. The combined aqueous phases were washed with Et2O,... Reactants: mixture, NC=1C(=C(CC2(CC2)C(=O)OC(C)(C)C)C=CC1Cl)F (tert-butyl 1-(3-amino-4-chloro-2-fluorobenzyl)cyclopropanecarboxylate), NC=1C(=C(CC2(CC2)C(=O)OC(C)(C)C)C(=CC1)Cl)F (tert-butyl 1-(3-amino-6-chloro-2-fluorobenzyl)cyclopropanecarboxylate), C1CCOC1 (THF), ClC1=CC=C(C=C1)[C@@H](C(=O)Cl)[C@H](C(F)(F)F)C ((2S,3R)-2-(4-chlorophenyl)-4,4,4-trifluoro-3-methylbutanoyl chloride), C1CCOC1 (THF). The solvent is O (water). Conditions: time 2 hour. The product is ClC1=CC=C(C(=C1CC1(CC1)C(=O)OC(C)(C)C)F)NC([C@@H]([C@H](C(F)(F)F)C)C1=CC=C(C=C1)Cl)=O (tert-butyl 1-(6-chloro-3-{[(2S,3R)-2-(4-chlorophenyl)-4,4,4-trifluoro-3-methylbutanoyl]amino}-2-fluorobenzyl)cyclopropanecarboxylate). As a reaction SMILES: NC1C(F)=C(C=CC=1Cl)CC1(C(OC(C)(C)C)=O)CC1.[NH2:21][C:22]1[C:23]([F:40])=[C:24]([C:36]([Cl:39])=[CH:37][CH:38]=1)[CH2:25][C:26]1([C:29]([O:31][C:32]([CH3:35])([CH3:34])[CH3:33])=[O:30])[CH2:28][CH2:27]1.C1COCC1.[Cl:46][C:47]1[CH:52]=[CH:51][C:50]([C@H:53]([C@@H:57]([CH3:62])[C:58]([F:61])([F:60])[F:59])[C:54](Cl)=[O:55])=[CH:49][CH:48]=1>O>[Cl:39][C:36]1[C:24]([CH2:25][C:26]2([C:29]([O:31][C:32]([CH3:35])([CH3:34])[CH3:33])=[O:30])[CH2:28][CH2:27]2)=[C:23]([F:40])[C:22]([NH:21][C:54](=[O:55])[C@H:53]([C:50]2[CH:49]=[CH:48][C:47]([Cl:46])=[CH:52][CH:51]=2)[C@@H:57]([CH3:62])[C:58]([F:59])([F:60])[F:61])=[CH:38][CH:37]=1. Procedure: 33.0 mg of a mixture of tert-butyl 1-(3-amino-4-chloro-2-fluorobenzyl)cyclopropanecarboxylate and tert-butyl 1-(3-amino-6-chloro-2-fluorobenzyl)cyclopropanecarboxylate (Example 24A/25A, ratio about 1.5:1) were dissolved in 0.16 ml of abs. THF, the solution was cooled to −10° C. and a solution of 38 mg (0.132 mmol) of (2S,3R)-2-(4-chlorophenyl)-4,4,4-trifluoro-3-methylbutanoyl chloride in about 0.1 ml of abs. THF was added dropwise. After the addition had ended, the mixture was slowly warmed to R... Reactants: ClC=1C=C2C=CC(=CC2=CC1)C(=O)C1CCN(CC1)CCCC(=O)C1=CC=C(C=C1)F (4-[4-(6-chloro-2-naphthoyl)-1-piperidyl]-1-(4-fluorophenyl)-1-butanone), CS(=O)(=O)O (methanesulfonic acid). Solvent: C(C)#N (acetonitrile). Conditions: time 5 minute. Product: CS(=O)(=O)O.ClC=1C=C2C=CC(=CC2=CC1)C(=O)C1CCN(CC1)CCCC(=O)C1=CC=C(C=C1)F (4-[4-(6-chloro-2-naphthoyl)-1-piperidyl]-1-(4-fluorophenyl)-1-butanone methanesulfonate). Reaction SMILES: [Cl:1][C:2]1[CH:3]=[C:4]2[C:9](=[CH:10][CH:11]=1)[CH:8]=[C:7]([C:12]([CH:14]1[CH2:19][CH2:18][N:17]([CH2:20][CH2:21][CH2:22][C:23]([C:25]3[CH:30]=[CH:29][C:28]([F:31])=[CH:27][CH:26]=3)=[O:24])[CH2:16][CH2:15]1)=[O:13])[CH:6]=[CH:5]2.[CH3:32][S:33]([OH:36])(=[O:35])=[O:34]>C(#N)C>[CH3:32][S:33]([OH:36])(=[O:35])=[O:34].[Cl:1][C:2]1[CH:3]=[C:4]2[C:9](=[CH:10][CH:11]=1)[CH:8]=[C:7]([C:12]([CH:14]1[CH2:19][CH2:18][N:17]([CH2:20][CH2:21][CH2:22][C:23]([C:25]3[CH:30]=[CH:29][C:28]([F:31])=[CH:27][CH:26]=3)=[O:24])[CH2:16][CH2:15]1)=[O:13])[CH:6]=[CH:5]2 |f:3.4|. Procedure details: The 4-[4-(6-chloro-2-naphthoyl)-1-piperidyl]-1-(4-fluorophenyl)-1-butanone prepared in Example 25 is dissolved in acetonitrile and 0.6 ml (9.2 mmoles) of methanesulfonic acid added. The mixture is stirred for 5 minutes and concentrated in vacuo and the residue stirred in anhydrous ether for 18 hours. The ether is decanted and the residue recrystallized from butanone and toluene to yield 4-[4-(6-chloro-2-naphthoyl)-1-piperidyl]-1-(4-fluorophenyl)-1-butanone methanesulfonate. M.P. 172°-5°. Starting materials: O=O (singlet oxygen), C(CCCCCCCCCCC)(=O)NCC=1C=C(OC1)[Si](CC)(CC)CC (4-(N-dodecanoylaminomethyl)-2-triethylsilylfuran), O (water), C1=C2C(=C(C(=C1I)O)I)OC3=C(C(=C(C=C3C24C5=C(C(=C(C(=C5Cl)Cl)Cl)Cl)C(=O)O4)I)O)I (Rose Bengal). Run in O1CCCC1 (tetrahydrofuran). Yields the product C(CCCCCCCCCCC)(=O)NCC1=CC(OC1O)=O (4-(N-Dodecanoylaminomethyl)-5-hydroxy-2(5H)-furanone). RXN SMILES: [C:1]([NH:14][CH2:15][C:16]1[CH:17]=[C:18]([Si](CC)(CC)CC)[O:19][CH:20]=1)(=[O:13])[CH2:2][CH2:3][CH2:4][CH2:5][CH2:6][CH2:7][CH2:8][CH2:9][CH2:10][CH2:11][CH3:12].[OH2:28].C1C(I)=C(O)C(I)=C2OC3C(C4(OC(=O)C5C(Cl)=C(Cl)C(Cl)=C(Cl)C4=5)C=12)=CC(I)=C(O)C=3I.[O:62]=O>O1CCCC1>[C:1]([NH:14][CH2:15][C:16]1[CH:20]([OH:28])[O:19][C:18](=[O:62])[CH:17]=1)(=[O:13])[CH2:2][CH2:3][CH2:4][CH2:5][CH2:6][CH2:7][CH2:8][CH2:9][CH2:10][CH2:11][CH3:12]. Procedure details: A mixture of 4-(N-dodecanoylaminomethyl)-2-triethylsilylfuran (73.2 mg, 0.18 mmol), water (0.05 ml) and Rose Bengal (ca. 3 mg) in tetrahydrofuran (5 ml) was exposed to singlet oxygen at 0° for 1.5 hours. The residue, after solvent removal, was purified by chromatography on preparative silica thin layer plates (developed with ethyl acetate) to The solvent is C1(=CC=CC=C1)C (toluene). Yields the product C(C1=CC=CC=C1)OC=1C=C(C=CC1OC)[C@H]1NC(O[C@H]1C1=CC(=C(C=C1)OC)OCC1=CC=CC=C1)=O (rel-(4R,5s)-4,5-bis(3'-Benzyloxy-4'-methoxyphenyl)oxazolidine-2-one). As a reaction SMILES: [CH2:1]([O:8][C:9]1[CH:10]=[C:11]([C@H:17]([OH:36])[C@@H:18]([C:20]2[CH:25]=[CH:24][C:23]([O:26][CH3:27])=[C:22]([O:28][CH2:29][C:30]3[CH:35]=[CH:34][CH:33]=[CH:32][CH:31]=3)[CH:21]=2)[NH2:19])[CH:12]=[CH:13][C:14]=1[O:15][CH3:16])[C:2]1[CH:7]=[CH:6][CH:5]=[CH:4][CH:3]=1.[C:37](N1C=CN=C1)(N1C=CN=C1)=[O:38]>C1(C)C=CC=CC=1>[CH2:29]([O:28][C:22]1[CH:21]=[C:20]([C@@H:18]2[C@H:17]([C:11]3[CH:12]=[CH:13][C:14]([O:15][CH3:16])=[C:9]([O:8][CH2:1][C:2]4[CH:7]=[CH:6][CH:5]=[CH:4][CH:3]=4)[CH:10]=3)[O:36][C:37](=[O:38])[NH:19]2)[CH:25]=[CH:24][C:23]=1[O:26][CH3:27])[C:30]1[CH:31]=[CH:32][CH:33]=[CH:34][CH:35]=1. Reactants: C(C1=CC=CC=C1)OC=1C=C(C=CC1OC)[C@@H]([C@H](N)C1=CC(=C(C=C1)OC)OCC1=CC=CC=C1)O (rel-(1S,2R)-1,2-bis(3'-benzyloxy-4'-methoxyphenyl)-2-aminoethanol), C(=O)(N1C=NC=C1)N1C=NC=C1 (carbonyldiimidazole). Reported procedure: Mixture: 1.0 g (2.06 mmol) of rel-(1S,2R)-1,2-bis(3'-benzyloxy-4'-methoxyphenyl)-2-aminoethanol, 334 mg (2.05 mmol) of carbonyldiimidazole, 20 ml of toluene. Reaction SMILES: [I:1][C:2]1[CH:7]=[CH:6][CH:5]=[CH:4][C:3]=1[C:8](=O)[CH2:9][CH2:10][CH2:11][CH2:12][N:13]1[CH2:18][CH2:17][CH:16]([C:19]2[CH:20]=[C:21]([NH:25][C:26](=[O:30])[CH:27]([CH3:29])[CH3:28])[CH:22]=[CH:23][CH:24]=2)[CH2:15][CH2:14]1.[C:32]1([NH:38]N)[CH:37]=[CH:36][CH:35]=[CH:34][CH:33]=1>>[I:1][C:2]1[CH:7]=[CH:6][CH:5]=[CH:4][C:3]=1[C:8]1[NH:38][C:32]2[C:37]([C:9]=1[CH2:10][CH2:11][CH2:12][N:13]1[CH2:18][CH2:17][CH:16]([C:19]3[CH:20]=[C:21]([NH:25][C:26](=[O:30])[CH:27]([CH3:29])[CH3:28])[CH:22]=[CH:23][CH:24]=3)[CH2:15][CH2:14]1)=[CH:36][CH:35]=[CH:34][CH:33]=2. Procedure: Prepared by Procedure E and Scheme M using N-(3-{1-[5-(2-iodophenyl)-5-oxopentyl]-4-piperidinyl}phenyl)-2-methylpropanamide and phenylhydrazine: ESMS m/e: 606.1 (M+H)+. Yields the product IC1=C(C=CC=C1)C=1NC2=CC=CC=C2C1CCCN1CCC(CC1)C=1C=C(C=CC1)NC(C(C)C)=O (N-[3-(1-{3-[2-(2-IODOPHENYL)-1H-INDOL-3-YL]PROPYL}-4-PIPERIDINYL)PHENYL]-2-METHYLPROPANAMIDE). The reactants are IC1=C(C=CC=C1)C(CCCCN1CCC(CC1)C=1C=C(C=CC1)NC(C(C)C)=O)=O (N-(3-{1-[5-(2-iodophenyl)-5-oxopentyl]-4-piperidinyl}phenyl)-2-methylpropanamide), C1(=CC=CC=C1)NN (phenylhydrazine). Reaction SMILES: [CH2:1]([C:8]1=[N:9][NH:10][C:11](=[O:24])/[C:12]/1=[C:13]1\[NH:14][C:15]2[C:20]([C:21](Cl)=[CH:22]\1)=[CH:19][CH:18]=[CH:17][CH:16]=2)C1C=CC=CC=1.[NH2:25][C:26]1[CH:31]=[CH:30][C:29]([SH:32])=[CH:28][CH:27]=1>>[NH2:25][C:26]1[CH:31]=[CH:30][C:29]([S:32][C:21]2[C:20]3[C:15](=[CH:16][CH:17]=[CH:18][CH:19]=3)[NH:14]/[C:13](=[C:12]3/[C:8]([CH3:1])=[N:9][NH:10][C:11]/3=[O:24])/[CH:22]=2)=[CH:28][CH:27]=1. Starting materials: C(C1=CC=CC=C1)C/1=NNC(\C1=C\1/NC2=CC=CC=C2C(=C1)Cl)=O ((Z)-3-benzyl-4-(4-chloroquinolin-2(1H)-ylidene)-1H-pyrazol-5(4H)-one), NC1=CC=C(C=C1)S (4-aminothiophenol), C25H20N4OS. The product is NC1=CC=C(C=C1)SC1=C/C(/NC2=CC=CC=C12)=C/1\C(=NNC1=O)C ((Z)-4-(4-(4-aminophenylthio)quinolin-2(1H)-ylidene)-3-methyl-1H-pyrazol-5(4H)-one). Procedure details: The title compound was prepared from (Z)-3-benzyl-4-(4-chloroquinolin-2(1H)-ylidene)-1H-pyrazol-5(4H)-one and 4-aminothiophenol under conditions similar to those described in Example 6. 1H NMR (400 MHz, DMSO-d6) δ ppm 2.81 (s, 2H) 6.77-6.79 (m, 3H) 7.23-7.30 (m, 3H) 7.33 (d, J=8.34 Hz, 2H) 7.40-7.48 (m, 2H) 7.64 (t, J=7.45 Hz, 1H) 7.88 (t, J=7.83 Hz, 1H) 7.96 (d, J=8.59 Hz, 1H) 8.14 (d, J=8.08 Hz, 1H); ESI-MS: m/z calc'd for C25H20N4OS 424.14. found 424.2 (M+H)+. Reactants: C(C)(=O)O (Acetic acid), CN(C)C(=[N+](C)C)ON1C2=C(C=CC=C2)N=N1.[B-](F)(F)(F)F (TBTU), [BH4-].[Na+] (NaBH4), FC1=CC=C(C=C1)N1[C@@H]([C@H](C1=O)SCC(=O)C1=CC=C(C=C1)F)C1=CC=C(OCC(=O)O)C=C1 ([4-((2R,3R)-1-(4-fluorophenyl)-3-{[2-(4-fluorophenyl)-2-oxoethyl]thio}-4-oxoazetidin-2-yl)phenoxy]acetic acid), Cl.N[C@@H](CCC(N)=O)C(=O)OC(C)(C)C (tert-butyl L-glutaminate hydrochloride), CN1CCOCC1 (N-methylmorpholine). Run in CS(=O)C (DMSO), C(Cl)Cl (methylene chloride). Conditions: time 90 minute. Product: FC1=CC=C(C=C1)N1[C@@H]([C@H](C1=O)SCC(O)C1=CC=C(C=C1)F)C1=CC=C(OCC(=O)N[C@@H](CCC(N)=O)C(=O)O)C=C1 (N2-{[4-((2R,3R)-1-(4-fluorophenyl)-3-{[2-(4-fluorophenyl)-2-hydroxyethyl]thio}-4-oxoazetidin-2-yl)phenoxy]acetyl}-L-glutamine). Reaction SMILES: [F:1][C:2]1[CH:7]=[CH:6][C:5]([N:8]2[C:11](=[O:12])[C@H:10]([S:13][CH2:14][C:15]([C:17]3[CH:22]=[CH:21][C:20]([F:23])=[CH:19][CH:18]=3)=[O:16])[C@H:9]2[C:24]2[CH:34]=[CH:33][C:27]([O:28][CH2:29][C:30](O)=[O:31])=[CH:26][CH:25]=2)=[CH:4][CH:3]=1.Cl.[NH2:36][C@H:37]([C:43]([O:45]C(C)(C)C)=[O:44])[CH2:38][CH2:39][C:40](=[O:42])[NH2:41].CN1CCOCC1.CN(C(ON1N=NC2C=CC=CC1=2)=[N+](C)C)C.[B-](F)(F)(F)F.[BH4-].[Na+].C(O)(=O)C>C(Cl)Cl.CS(C)=O>[F:1][C:2]1[CH:3]=[CH:4][C:5]([N:8]2[C:11](=[O:12])[C@H:10]([S:13][CH2:14][CH:15]([C:17]3[CH:22]=[CH:21][C:20]([F:23])=[CH:19][CH:18]=3)[OH:16])[C@H:9]2[C:24]2[CH:34]=[CH:33][C:27]([O:28][CH2:29][C:30]([NH:36][C@H:37]([C:43]([OH:45])=[O:44])[CH2:38][CH2:39][C:40](=[O:42])[NH2:41])=[O:31])=[CH:26][CH:25]=2)=[CH:6][CH:7]=1 |f:1.2,4.5,6.7|. Procedure details: [4-((2R,3R)-1-(4-fluorophenyl)-3-{[2-(4-fluorophenyl)-2-oxoethyl]thio}-4-oxoazetidin-2-yl)phenoxy]acetic acid (50 mg, 0.103 mmol), tert-butyl L-glutaminate hydrochloride (30 mg, 0.124 mmol) and N-methylmorpholine (40 mg, 0.396 mmol) were dissolved in methylene chloride (1 ml). TBTU (40 mg, 0.125 mmol) was added and the mixture was stirred for 90 min at room temperature. The solvent was evaporated and the residue was dissolved in formic acid (1 ml). The mixture was heated to 45-50° C. and stirred... Yields the product CN(C)c1nccc(C(F)(F)F)n1. As a reaction SMILES: [CH3:12][NH:13][CH3:14].[CH3:15][OH:16].[CH3:17][CH2:18][O:19][C:20](=[O:21])[CH3:22].[Cl:1][c:2]1[n:3][cH:4][cH:5][c:6]([C:8]([F:9])([F:10])[F:11])[n:7]1>>[c:2]1([N:13]([CH3:12])[CH3:14])[n:3][cH:4][cH:5][c:6]([C:8]([F:9])([F:10])[F:11])[n:7]1. Reactants: CNC, CO, CCOC(C)=O, FC(F)(F)c1ccnc(Cl)n1.